From a dataset of the Open Reaction Database (ORD), a public repository of structured organic reaction records. describe an organic reaction: reactants, conditions, products, and yield Reactants: C(=O)(C(F)(F)F)O (TFA), C(CCCCCCCCCOC1C(CN2[C@@H]1[C@@H](N(C1=C(C2=O)C=C(C=C1)OC)C(=O)OC(C)(C)C)OC1OCCCC1)=C)OC1C(CN2[C@@H]1[C@@H](N(C1=C(C2=O)C=C(C=C1)OC)C(=O)OC(C)(C)C)OC1OCCCC1)=C (1,1′-[(Decane-1,10-diyl)dioxy]bis[(11S,11aS)-10-(tert-butyloxycarbonyl)-7-methoxy-11-(tetrahydro-pyran-2-yloxy)-2-methylidene-1,2,3,10,11,11a-hexahydro-5H-pyrrolo[2,1-c][1,4]benzodiazepine-5-one]), C(=O)(O)[O-].[Na+] (NaHCO3). The solvent is CO.C(Cl)(Cl)Cl (methanol chloroform). Reaction conditions: time 1 hour. The product is C(CCCCCCCCCOC1C(CN2[C@H]1C=NC1=C(C2=O)C=C(C=C1)OC)=C)OC1C(CN2[C@H]1C=NC1=C(C2=O)C=C(C=C1)OC)=C (1,1′-[(Decane-1,10-diyl)dioxy]bis[(11aS)-7-methoxy-2-methylene-1,2,3,11a-tetrahydro-5H-pyrrolo[2,1-c][1,4]benzodiazepine-5-one]). Yield: 61.9%. Reaction SMILES: C(O)(C(F)(F)F)=O.[CH2:8]([O:51][CH:52]1[C@H:56]2[C@H:57](OC3CCCCO3)[N:58](C(OC(C)(C)C)=O)[C:59]3[CH:66]=[CH:65][C:64]([O:67][CH3:68])=[CH:63][C:60]=3[C:61](=[O:62])[N:55]2[CH2:54][C:53]1=[CH2:83])[CH2:9][CH2:10][CH2:11][CH2:12][CH2:13][CH2:14][CH2:15][CH2:16][CH2:17][O:18][CH:19]1[C@H:23]2[C@H:24](OC3CCCCO3)[N:25](C(OC(C)(C)C)=O)[C:26]3[CH:33]=[CH:32][C:31]([O:34][CH3:35])=[CH:30][C:27]=3[C:28](=[O:29])[N:22]2[CH2:21][C:20]1=[CH2:50].C([O-])(O)=O.[Na+]>CO.C(Cl)(Cl)Cl>[CH2:17]([O:18][CH:19]1[C@@H:23]2[CH:24]=[N:25][C:26]3[CH:33]=[CH:32][C:31]([O:34][CH3:35])=[CH:30][C:27]=3[C:28](=[O:29])[N:22]2[CH2:21][C:20]1=[CH2:50])[CH2:16][CH2:15][CH2:14][CH2:13][CH2:12][CH2:11][CH2:10][CH2:9][CH2:8][O:51][CH:52]1[C@@H:56]2[CH:57]=[N:58][C:59]3[CH:66]=[CH:65][C:64]([O:67][CH3:68])=[CH:63][C:60]=3[C:61](=[O:62])[N:55]2[CH2:54][C:53]1=[CH2:83] |f:2.3,4.5|. Procedure details: 95% TFA (2 mL) was added dropwise to dimer compound 28c (90 mg, 0.084 mmol) at 0° C. which was stirred for 1 h and then poured into saturated aqueous NaHCO3 (30 mL). The mixture was extracted with chloroform (3×20 mL) and the organic layer washed with water (20 mL), brine (20 mL), dried (MgSO4) and filtered. The excess solvent was removed under reduced pressure to give the crude product, which was subjected to flash column chromatography (SiO2, 2% methanol-chloroform). Removal of excess eluent u... The reactants are C(C)OC1=NC=CC(=C1)B1OC(C(O1)(C)C)(C)C (2-ethoxy-4-(4,4,5,5-tetramethyl-[1,3,2]dioxaborolan-2-yl)pyridine), BrC1=CN=C(C=2N1C=CN2)NC2=CC=C(C(=O)NCC=1C=NC=CC1)C=C2 (4-(5-bromoimidazo[1,2-a]pyrazin-8-ylamino)-N-pyridin-3-ylmethyl benzamide), CC(C)(C)[O-].[Na+] (NaOtBu). Reagents/catalysts: C=1C=CC(=CC1)[P](C=2C=CC=CC2)(C=3C=CC=CC3)[Pd]([P](C=4C=CC=CC4)(C=5C=CC=CC5)C=6C=CC=CC6)([P](C=7C=CC=CC7)(C=8C=CC=CC8)C=9C=CC=CC9)[P](C=1C=CC=CC1)(C=1C=CC=CC1)C=1C=CC=CC1 (Pd(PPh3)4). Run in CN(C)C=O.O (DMF water). Reaction conditions: temperature 85 celsius. Yields the product C(C)OC1=NC=CC(=C1)C1=CN=C(C=2N1C=CN2)NC2=CC=C(C(=O)NCC=1C=NC=CC1)C=C2 (4-[5-(2-Ethoxypyridin-4-yl)imidazo[1,2-a]pyrazin-8-ylamino]-N-pyridin-3-ylmethyl benzamide). RXN SMILES: [CH2:1]([O:3][C:4]1[CH:9]=[C:8](B2OC(C)(C)C(C)(C)O2)[CH:7]=[CH:6][N:5]=1)[CH3:2].Br[C:20]1[N:25]2[CH:26]=[CH:27][N:28]=[C:24]2[C:23]([NH:29][C:30]2[CH:45]=[CH:44][C:33]([C:34]([NH:36][CH2:37][C:38]3[CH:39]=[N:40][CH:41]=[CH:42][CH:43]=3)=[O:35])=[CH:32][CH:31]=2)=[N:22][CH:21]=1.CC([O-])(C)C.[Na+]>CN(C=O)C.O.C1C=CC([P]([Pd]([P](C2C=CC=CC=2)(C2C=CC=CC=2)C2C=CC=CC=2)([P](C2C=CC=CC=2)(C2C=CC=CC=2)C2C=CC=CC=2)[P](C2C=CC=CC=2)(C2C=CC=CC=2)C2C=CC=CC=2)(C2C=CC=CC=2)C2C=CC=CC=2)=CC=1>[CH2:1]([O:3][C:4]1[CH:9]=[C:8]([C:20]2[N:25]3[CH:26]=[CH:27][N:28]=[C:24]3[C:23]([NH:29][C:30]3[CH:31]=[CH:32][C:33]([C:34]([NH:36][CH2:37][C:38]4[CH:39]=[N:40][CH:41]=[CH:42][CH:43]=4)=[O:35])=[CH:44][CH:45]=3)=[N:22][CH:21]=2)[CH:7]=[CH:6][N:5]=1)[CH3:2] |f:2.3,4.5,^1:61,63,82,101|. Procedure details: A mixture of 2-ethoxy-4-(4,4,5,5-tetramethyl-[1,3,2]dioxaborolan-2-yl)pyridine (85 mg, 0.34 mmol), 4-(5-bromoimidazo[1,2-a]pyrazin-8-ylamino)-N-pyridin-3-ylmethyl benzamide (150 mg, 0.35 mmol), Pd(PPh3)4 (33 mg, 0.028 mmol) and NaOtBu (109 mg, 1.1 mmol) in DMF:water (3:1, 9 mL) is heated at 85° C. for 18 hours. After this time the reaction mixture is cooled to room temperature and the solvents removed in vacuo. The residue is chromatographed on silica gel, eluting with DCM followed by 95:5 DCM:N...